This data is from the Open Reaction Database (ORD), a public repository of structured organic reaction records. The task is: describe an organic reaction: reactants, conditions, products, and yield Starting materials: N1=CC(=CC2=CC=CC=C12)C=1N=C2N(C=C(C=C2)C=2C=C(C=CC2)CO)C1 ([3-[(2-quinolin-3-yl)imidazo[1,2-a]pyridin-6-yl]phenyl]methanol), solution, Cl (hydrochloric acid). Solvent: ClCCl (dichloromethane), CO (methanol), C(C)(C)O (isopropanol). The product is Cl.N1=CC(=CC2=CC=CC=C12)C=1N=C2N(C=C(C=C2)C=2C=C(C=CC2)CO)C1 ([3-[2-(Quinolin-3-yl)imidazo[1,2-a]pyridin-6-yl]phenyl]methanol hydrochloride). RXN SMILES: [N:1]1[C:10]2[C:5](=[CH:6][CH:7]=[CH:8][CH:9]=2)[CH:4]=[C:3]([C:11]2[N:12]=[C:13]3[CH:18]=[CH:17][C:16]([C:19]4[CH:20]=[C:21]([CH2:25][OH:26])[CH:22]=[CH:23][CH:24]=4)=[CH:15][N:14]3[CH:27]=2)[CH:2]=1.[ClH:28]>ClCCl.CO.C(O)(C)C>[ClH:28].[N:1]1[C:10]2[C:5](=[CH:6][CH:7]=[CH:8][CH:9]=2)[CH:4]=[C:3]([C:11]2[N:12]=[C:13]3[CH:18]=[CH:17][C:16]([C:19]4[CH:20]=[C:21]([CH2:25][OH:26])[CH:22]=[CH:23][CH:24]=4)=[CH:15][N:14]3[CH:27]=2)[CH:2]=1 |f:5.6|. Procedure details: A solution of 90 mg of [3-[(2-quinolin-3-yl)imidazo[1,2-a]pyridin-6-yl]phenyl]methanol in dichloromethane and methanol is passed through sintered glass and then 5.2 ml of a 0.1N solution of hydrochloric acid in isopropanol is added to the filtrate. A precipitate forms, and is collected by filtration and washed with diethyl ether. The solid is then dissolved at ambient temperature with the minimum amount of methanol and then taken up with diethyl ether. The precipitate is recovered by filtration ... Reactants: COC1=CC2=C(N=C[C@H]3N(C2=O)C=C(C3)/C=C/CNC(OCC3C2=CC=CC=C2C=2C=CC=CC32)=O)C=C1OCCCOC=1C(=CC3=C(N=C[C@H]2N(C3=O)C=C(C2)C2=CC=C(C=C2)N2CCN(CC2)C)C1)OC ((9H-fluoren-9-yl)methyl(E)-3-((S)-7-methoxy-8-(3-((S)-7-methoxy-2-(4-(4-methylpiperazin-1-yl)phenyl)-5-oxo-5,11a-dihydro-1H-benzo[e]pyrrolo[1,2-a][1,4]diazepin-8-yloxy)propoxy)-5-oxo-5,11a-dihydro-1H-benzo[e]pyrrolo[1,2-a][1,4]diazepin-2-yl)allylcarbamate). Reagents/catalysts: N1CCCCC1 (Piperidine). Solvent: CN(C)C=O (DMF), C(Cl)Cl (DCM). Conditions: time 30 minute. Yields the product NC/C=C/C=1C[C@@H]2N(C(C3=C(N=C2)C=C(C(=C3)OC)OCCCOC=3C(=CC2=C(N=C[C@H]4N(C2=O)C=C(C4)C4=CC=C(C=C4)N4CCN(CC4)C)C3)OC)=O)C1 ((S)-2-((E)-3-aminoprop-1-enyl)-7-methoxy-8-(3-((S)-7-methoxy-2-(4-(4-methylpiperazin-1-yl)phenyl)-5-oxo-5,11a-dihydro-1H-benzo[e]pyrrolo[1,2-a][1,4]diazepin-8-yloxy)propoxy)-1H-benzo[e]pyrrolo[1,2-a][1,4]diazepin-5(11aH)-one). The yield is 6.5%. Reaction SMILES: [CH3:1][O:2][C:3]1[C:38]([O:39][CH2:40][CH2:41][CH2:42][O:43][C:44]2[C:45]([O:72][CH3:73])=[CH:46][C:47]3[C:53](=[O:54])[N:52]4[CH:55]=[C:56]([C:58]5[CH:63]=[CH:62][C:61]([N:64]6[CH2:69][CH2:68][N:67]([CH3:70])[CH2:66][CH2:65]6)=[CH:60][CH:59]=5)[CH2:57][C@H:51]4[CH:50]=[N:49][C:48]=3[CH:71]=2)=[CH:37][C:6]2[N:7]=[CH:8][C@@H:9]3[CH2:15][C:14](/[CH:16]=[CH:17]/[CH2:18][NH:19]C(=O)OCC4C5C=CC=CC=5C5C4=CC=CC=5)=[CH:13][N:10]3[C:11](=[O:12])[C:5]=2[CH:4]=1>N1CCCCC1.CN(C=O)C.C(Cl)Cl>[NH2:19][CH2:18]/[CH:17]=[CH:16]/[C:14]1[CH2:15][C@H:9]2[CH:8]=[N:7][C:6]3[CH:37]=[C:38]([O:39][CH2:40][CH2:41][CH2:42][O:43][C:44]4[C:45]([O:72][CH3:73])=[CH:46][C:47]5[C:53](=[O:54])[N:52]6[CH:55]=[C:56]([C:58]7[CH:63]=[CH:62][C:61]([N:64]8[CH2:65][CH2:66][N:67]([CH3:70])[CH2:68][CH2:69]8)=[CH:60][CH:59]=7)[CH2:57][C@H:51]6[CH:50]=[N:49][C:48]=5[CH:71]=4)[C:3]([O:2][CH3:1])=[CH:4][C:5]=3[C:11](=[O:12])[N:10]2[CH:13]=1. Procedure: Piperidine (4 drops, excess) was added to a stirring mixture of Fmoc allylamine 15e (0.02 g, 0.0204 mmol, 1.0 eq.) in anhydrous DMF (0.25 mL) and the mixture was stirred at ambient temperature. After 30 minutes, the reaction mixture was diluted with DCM (30 mL) and washed with water (3×30 mL). The organic layer was dried over MgSO4, filtered and concentrated under reduced pressure. The crude material was dissolved in chloroform and the resulting precipitate was collected by filtration to afford ... The reactants are O1C(CC2(C3=C(CCC4=C2C=CC=C4)C=CC=C3)O)C1 (5-(2,3-Epoxypropyl)-5-hydroxy-10,11-dihydro-5H-dibenzo[a,d]cycloheptene), CNC (dimethylamine), stainless steel. Run in CCO (EtOH). Product: CN(CC(CC1(C2=C(CCC3=C1C=CC=C3)C=CC=C2)O)O)C (5-(3-Dimethylamino-2-hydroxypropyl)-5-hydroxy-10,11-dihydro-5H-dibenzo[a,d]cycloheptene). The yield is 36.7%. As a reaction SMILES: [O:1]1[CH2:20][CH:2]1[CH2:3][C:4]1([OH:19])[C:10]2[CH:11]=[CH:12][CH:13]=[CH:14][C:9]=2[CH2:8][CH2:7][C:6]2[CH:15]=[CH:16][CH:17]=[CH:18][C:5]1=2.[CH3:21][NH:22][CH3:23]>CCO>[CH3:21][N:22]([CH3:23])[CH2:20][CH:2]([OH:1])[CH2:3][C:4]1([OH:19])[C:10]2[CH:11]=[CH:12][CH:13]=[CH:14][C:9]=2[CH2:8][CH2:7][C:6]2[CH:15]=[CH:16][CH:17]=[CH:18][C:5]1=2. Reported procedure: A mixture of 3.7 g (14 mmol) of the epoxide 11, 26.8 g (0.59 mol) of anhydrous dimethylamine, and 50 ml of EtOH was heated at 100° C. in a stainless steel autoclave for 12 hrs. When cool the contents were removed and concentrated under reduced pressure. Recrystallization of the solid residue from aqueous EtOH afforded 1.6 g (37% yield) of the crystalline amino-diol 12, m.p. 144°-146° C. Run in C(Cl)(Cl)Cl (chloroform). As a reaction SMILES: [F:1][C:2]1[CH:3]=[C:4]([O:8][CH3:9])[CH:5]=[CH:6][CH:7]=1.BrBr.[Cu](C#N)[C:13]#[N:14]>C(Cl)(Cl)Cl>[F:1][C:2]1[CH:3]=[C:4]([O:8][CH3:9])[CH:5]=[CH:6][C:7]=1[C:13]#[N:14]. Reactants: FC=1C=C(C=CC1)OC (3-fluoroanisole), BrBr (bromine), [Cu](C#N)C#N (copper cyanide). The product is FC1=C(C#N)C=CC(=C1)OC (2-fluoro-4-methoxy-benzonitrile). Conditions: temperature 60 celsius. Procedure: A stirred solution of 3-fluoroanisole (7.0 g, 50.3 mmol) in 50 mL of chloroform is treated with bromine (2.59 mL, 50.3 mmol) over 30 minutes at room temperature. The reaction is heated to 60° C. for 7 hours and concentrated in vacuo. The resulting material is dissolved in 10 mL of N,N-dimethylformamide and treated with copper cyanide (5.9 g, 65.39 mmol). After refluxing overnight, the reaction is partitioned between ethyl acetate and acidic ferric chloride solution (a mixture of 19.2 g of ferric... Starting materials: CC(C)([O-])C.[K+] (Potassium t-butoxide), C1(=CC=CC=C1)CN1S(NC(C1=O)CCC)(=O)=O (2-phenylmethyl-4-propyl-1,2,5-thiadiazolidin-3-one 1,1-dioxide), CI (methyl iodide). Run in C1CCOC1 (THF). Conditions: time 1 hour. The product is C1(=CC=CC=C1)CN1S(N(C(C1=O)CCC)C)(=O)=O (2-phenylmethyl-4-propyl-5-methyl-1,2,5-thiadiazol-idin-3-one 1,1-dioxide). Isolated yield 95.0%. RXN SMILES: [CH3:1]C(C)([O-])C.[K+].[C:7]1([CH2:13][N:14]2[C:18](=[O:19])[CH:17]([CH2:20][CH2:21][CH3:22])[NH:16][S:15]2(=[O:24])=[O:23])[CH:12]=[CH:11][CH:10]=[CH:9][CH:8]=1.CI>C1COCC1>[C:7]1([CH2:13][N:14]2[C:18](=[O:19])[CH:17]([CH2:20][CH2:21][CH3:22])[N:16]([CH3:1])[S:15]2(=[O:23])=[O:24])[CH:8]=[CH:9][CH:10]=[CH:11][CH:12]=1 |f:0.1|. Procedure: Potassium t-butoxide (1.05 g, 9.37 mmol) was added to a solution of 2-phenylmethyl-4-propyl-1,2,5-thiadiazolidin-3-one 1,1-dioxide (2.4 g, 8.95 mmol) in 25 ml of THF at 0° C. and the mixture was stirred at this temperature for 1 hour. To the mixture was added methyl iodide (6.35 g, 44.73 mmol) and the resulting mixture was allowed to stir at 0° C. for 0.5 hour and at room temperature for 4 hours. The resulting mixture was quenched with saturated ammonium chloride, extracted with ethyl acetate an... Reactants: COC=1C=C2C(=CN(C2=C(C1)C)CCC1=CC=CC=C1)C1CCN(CC1)C (5-methoxy-7-methyl-3-(1-methylpiperdin-4-yl)-1-phenethy-1H-indole), Cl.N1=CC=CC=C1 (pyridine hydrochloride). Product: 0.143, CC=1C=C(C=C2C(=CN(C12)CCC1=CC=CC=C1)C1CCN(CC1)C)O (7-Methyl-3-(1-methylpiperdin-4-yl)-1-phenethyl-1H-indol-5-ol). Yield: 52.0%. RXN SMILES: C[O:2][C:3]1[CH:4]=[C:5]2[C:9](=[C:10]([CH3:12])[CH:11]=1)[N:8]([CH2:13][CH2:14][C:15]1[CH:20]=[CH:19][CH:18]=[CH:17][CH:16]=1)[CH:7]=[C:6]2[CH:21]1[CH2:26][CH2:25][N:24]([CH3:27])[CH2:23][CH2:22]1.Cl.N1C=CC=CC=1>>[CH3:12][C:10]1[CH:11]=[C:3]([OH:2])[CH:4]=[C:5]2[C:9]=1[N:8]([CH2:13][CH2:14][C:15]1[CH:20]=[CH:19][CH:18]=[CH:17][CH:16]=1)[CH:7]=[C:6]2[CH:21]1[CH2:22][CH2:23][N:24]([CH3:27])[CH2:25][CH2:26]1 |f:1.2|. Procedure: By a method similar to Preparation 8, using 5-methoxy-7-methyl-3-(1-methylpiperdin-4-yl)-1-phenethy-1H-indole (0.288 g) and pyridine hydrochloride (25 g) to afford 0.143 (52%) of the title compound: mass spectrum (ion spray): m/z=349 (M+1); Calculated for C23H28N2O-0.3H2O: C, 78.06; H, 8.15; N, 7.92. Found: C, 78.24; H, 8.18; N, 8.11. Starting materials: CCCCN(CCCC)CCCC, Cc1ccccc1, CCOC(=O)Nc1ccc([N+](=O)[O-])cc1, NCc1cccnc1. Yields the product O=C(NCc1cccnc1)Nc1ccc([N+](=O)[O-])cc1. As a reaction SMILES: [CH3:24][CH2:25][CH2:26][CH2:27][N:28]([CH2:29][CH2:30][CH2:31][CH3:32])[CH2:33][CH2:34][CH2:35][CH3:36].[CH3:37][c:38]1[cH:39][cH:40][cH:41][cH:42][cH:43]1.[N+:1](=[O:2])([O-:3])[c:4]1[cH:5][cH:6][c:7]([NH:10][C:11]([O:12][CH2:13][CH3:14])=[O:15])[cH:8][cH:9]1.[NH2:16][CH2:17][c:18]1[cH:19][n:20][cH:21][cH:22][cH:23]1>>[N+:1](=[O:2])([O-:3])[c:4]1[cH:5][cH:6][c:7]([NH:10][C:11](=[O:15])[NH:16][CH2:17][c:18]2[cH:19][n:20][cH:21][cH:22][cH:23]2)[cH:8][cH:9]1.